Dataset: the Open Reaction Database (ORD), a public repository of structured organic reaction records. Task: describe an organic reaction: reactants, conditions, products, and yield The reactants are C(CCC(=O)O)(=O)O (succinic acid), C[C@H]1/C=C/C=C/C=C/C=C/C=C/C=C/C=C/[C@@H](C[C@H]2[C@@H]([C@H](C[C@](O2)(C[C@H](C[C@H]([C@@H](CC[C@H](C[C@H](CC(=O)O[C@H]([C@@H]([C@@H]1O)C)C)O)O)O)O)O)O)O)C(=O)O)O[C@H]3[C@H]([C@H]([C@@H]([C@H](O3)C)O)N)O (amphotericin B), [NH4+].[OH-] (NH4OH), [Cl-].[Cl-].[Ca+2] (CaCl2), Cl (HCl). Run in CO (methanol), CO (methanol), CO (methanol). Reaction conditions: time 1 hour. Product: C[C@H]1/C=C/C=C/C=C/C=C/C=C/C=C/C=C/[C@@H](C[C@H]2[C@@H]([C@H](C[C@](O2)(C[C@H](C[C@H]([C@@H](CC[C@H](C[C@H](CC(=O)O[C@H]([C@@H]([C@@H]1O)C)C)O)O)O)O)O)O)O)C(=O)O)O[C@H]3[C@H]([C@H]([C@@H]([C@H](O3)C)O)N)O.[Ca].C(CCC(=O)O)(=O)O (Amphotericin B Calcium Succinic Acid). RXN SMILES: [CH3:1][C@@H:2]1[C@@H:41]([OH:42])[C@@H:40]([CH3:43])[C@H:39]([CH3:44])[O:38][C:36](=[O:37])[CH2:35][C@H:34]([OH:45])[CH2:33][C@H:32]([OH:46])[CH2:31][CH2:30][C@@H:29]([OH:47])[C@H:28]([OH:48])[CH2:27][C@H:26]([OH:49])[CH2:25][C@@:23]2([OH:50])[O:24][C@H:19]([C@H:20]([C:52]([OH:54])=[O:53])[C@@H:21]([OH:51])[CH2:22]2)[CH2:18][C@@H:17]([O:55][C@@H:56]2[O:61][C@H:60]([CH3:62])[C@@H:59]([OH:63])[C@H:58]([NH2:64])[C@@H:57]2[OH:65])[CH:16]=[CH:15][CH:14]=[CH:13][CH:12]=[CH:11][CH:10]=[CH:9][CH:8]=[CH:7][CH:6]=[CH:5][CH:4]=[CH:3]1.[Cl-].[Cl-].[Ca+2:68].Cl.[C:70]([OH:77])(=[O:76])[CH2:71][CH2:72][C:73]([OH:75])=[O:74].[NH4+].[OH-]>CO>[CH3:1][C@@H:2]1[C@@H:41]([OH:42])[C@@H:40]([CH3:43])[C@H:39]([CH3:44])[O:38][C:36](=[O:37])[CH2:35][C@H:34]([OH:45])[CH2:33][C@H:32]([OH:46])[CH2:31][CH2:30][C@@H:29]([OH:47])[C@H:28]([OH:48])[CH2:27][C@H:26]([OH:49])[CH2:25][C@@:23]2([OH:50])[O:24][C@H:19]([C@H:20]([C:52]([OH:54])=[O:53])[C@@H:21]([OH:51])[CH2:22]2)[CH2:18][C@@H:17]([O:55][C@@H:56]2[O:61][C@H:60]([CH3:62])[C@@H:59]([OH:63])[C@H:58]([NH2:64])[C@@H:57]2[OH:65])[CH:16]=[CH:15][CH:14]=[CH:13][CH:12]=[CH:11][CH:10]=[CH:9][CH:8]=[CH:7][CH:6]=[CH:5][CH:4]=[CH:3]1.[Ca:68].[C:70]([OH:77])(=[O:76])[CH2:71][CH2:72][C:73]([OH:75])=[O:74] |f:1.2.3,6.7,9.10.11|. Reported procedure: 10.66 g amphotericin B (938γ/mg of activity-equivalent to 10 g of chemical activity) suspended in 2.5 liters of anhydrous methanol containing 11.1 ml of 5% CaCl2 in methanol (equivalent to 200 mg Ca ion) is solubilized by means of 1.8 ml of 5.8 N HCl (pH 3.9). To the resulting solution are added 100 ml of methanol containing 10 g of reagent grade succinic acid to form a mixture of pH 3.2. The pH of the mixture is adjusted to about 7 by the addition of 7.7 ml concentrated NH4OH. The mixture is th... Starting materials: BrCC(=O)OCC1=CC=CC=C1 (benzyl bromoacetate), FC1=C(N)C=CC=C1 (o-fluoroaniline), C(=O)([O-])[O-].[K+].[K+] (K2CO3). The solvent is O (water), CN(C)C=O (DMF). Reaction conditions: time 8 hour. Product: FC1=C(C=CC=C1)NCC(=O)OCC1=CC=CC=C1 (Benzyl 2-((2-Fluorophenyl)amino)acetate). Isolated yield 87.7%. RXN SMILES: Br[CH2:2][C:3]([O:5][CH2:6][C:7]1[CH:12]=[CH:11][CH:10]=[CH:9][CH:8]=1)=[O:4].[F:13][C:14]1[CH:20]=[CH:19][CH:18]=[CH:17][C:15]=1[NH2:16].C([O-])([O-])=O.[K+].[K+]>CN(C=O)C.O>[F:13][C:14]1[CH:20]=[CH:19][CH:18]=[CH:17][C:15]=1[NH:16][CH2:2][C:3]([O:5][CH2:6][C:7]1[CH:12]=[CH:11][CH:10]=[CH:9][CH:8]=1)=[O:4] |f:2.3.4|. Reported procedure: The procedure of Zahler et al. was followed with minor modification (Zahler, R.; Koster, W. H.; Slusarchyk, W. A. EP 0138407). To a solution of benzyl bromoacetate (18.0 g, 12.5 mL, 79.6 mmol) and o-fluoroaniline (8.8 g, 7.7 mL, 100 mol %), in anhydrous DMF (60 mL) was added anhydrous K2CO3 (11 g, 100 mol %), and the mixture was stirred at rt overnight. The reaction mixture was diluted with water (120 mL) and extracted with EtOAc (3×200 mL). The combined organic layer was washed with water, drie... Solvent: C1(=CC=CC=C1)C (toluene), C(Cl)Cl (DCM). RXN SMILES: [Cl:1][C:2]1[CH:7]=[CH:6][C:5]([NH2:8])=[CH:4][CH:3]=1.[OH-].[K+].Cl[C:12]1C=CC([N+]#[C-])=C[CH:13]=1.[OH:20][C:21]1[C:22](=[O:32])[C:23]2[C:28]([C:29](=[O:31])[CH:30]=1)=[CH:27][CH:26]=[CH:25][CH:24]=2.C=O>C1(C)C=CC=CC=1.C(Cl)Cl>[Cl:1][C:2]1[CH:7]=[CH:6][C:5]([NH:8][C:12]2[O:20][C:21]3[C:22](=[O:32])[C:23]4[C:28]([C:29](=[O:31])[C:30]=3[CH:13]=2)=[CH:27][CH:26]=[CH:25][CH:24]=4)=[CH:4][CH:3]=1 |f:1.2|. Reaction conditions: time 2 hour. Reactants: ClC1=CC=C(C=C1)N (4-chlorobenzenamine), ClC1=CC=C(C=C1)[N+]#[C-] (1-chloro-4-isocyanobenzene), OC=1C(C2=CC=CC=C2C(C1)=O)=O (2-hydroxynaphthalene-1,4-dione), C=O (Paraformaldehyde), [OH-].[K+] (KOH). Procedure details: 4-chlorobenzenamine 12.7 g (0.1 mol), and 470 mg BnEt3NCl was suspended in the mixture of 200 ml DCM, 200 ml CH3C1 and 200 ml 50% KOH (aq.), then was stirred at room temperature for 2 h. The organic phase was separated, washed with water (500 ml), dried with Na2SO4 and concentrated to afford yellow oil, which was purified by chromatography; 1-chloro-4-isocyanobenzene 500 mg, 2-hydroxynaphthalene-1,4-dione 635 mg (1.0 eq) and Paraformaldehyde 109 mg (1.0 eq) was dissolved in 30 ml toluene, stirre... The product is ClC1=CC=C(C=C1)NC1=CC2=C(O1)C(C1=CC=CC=C1C2=O)=O (2-(4-chlorophenylamino)naphtho[2,3-b]furan-4,9-dione). Starting materials: CCO, Cl, O=C(NCCCO)c1cn(CCOC2CCCCO2)c(=O)cc1Nc1ccc(I)cc1F, C1CCC(OC2CCCCO2)OC1. Yields the product O=C(NCCCO)c1cn(CCO)c(=O)cc1Nc1ccc(I)cc1F. As a reaction SMILES: [CH3:47][CH2:48][OH:49].[ClH:33].[F:1][c:2]1[c:3]([NH:4][c:5]2[c:6]([C:21](=[O:22])[NH:23][CH2:24][CH2:25][CH2:26][OH:27])[cH:7][n:8]([CH2:12][CH2:13][O:14][CH:15]3[CH2:16][CH2:17][CH2:18][CH2:19][O:20]3)[c:9](=[O:11])[cH:10]2)[cH:28][cH:29][c:30]([I:32])[cH:31]1.[O:34]1[CH2:35][CH2:36][CH2:37][CH2:38][CH:39]1[O:40][CH:41]1[CH2:42][CH2:43][CH2:44][CH2:45][O:46]1>>[F:1][c:2]1[c:3]([NH:4][c:5]2[c:6]([C:21](=[O:22])[NH:23][CH2:24][CH2:25][CH2:26][OH:27])[cH:7][n:8]([CH2:12][CH2:13][OH:14])[c:9](=[O:11])[cH:10]2)[cH:28][cH:29][c:30]([I:32])[cH:31]1.